From a dataset of the Open Reaction Database (ORD), a public repository of structured organic reaction records. describe an organic reaction: reactants, conditions, products, and yield Reactants: C(C)(C)(C)OC(NC=1SC[C@H]2[C@@](N1)(CO[C@@H]2C(F)(F)F)C2=C(C=CC(=C2)N)F)=O (tert-butyl[(4aS,5S,7aS)-7a-(5-amino-2-fluorophenyl)-5-trifluoromethyl-4a,5,7,7a-tetrahydro-4H-furo[3,4-d][1,3]thiazin-2-yl]carbamate), FC(C=1N=CC(=NC1)C(=O)O)(F)F (5-trifluoromethylpyrazine-2-carboxylic acid). Product: NC=1SC[C@H]2[C@@](N1)(CO[C@@H]2C(F)(F)F)C=2C=C(C=CC2F)NC(=O)C2=NC=C(N=C2)C(F)(F)F (N-(3-((4aS,5S,7aS)-2-amino-5-(trifluoromethyl)-4a,5,7,7a-tetrahydro-4H-furo[3,4-d][1,3]thiazin-7a-yl)-4-fluorophenyl)-5-(trifluoromethyl)pyrazine-2-carboxamide). RXN SMILES: C(OC(=O)[NH:7][C:8]1[S:9][CH2:10][C@@H:11]2[C@@H:16]([C:17]([F:20])([F:19])[F:18])[O:15][CH2:14][C@:12]2([C:21]2[CH:26]=[C:25]([NH2:27])[CH:24]=[CH:23][C:22]=2[F:28])[N:13]=1)(C)(C)C.[F:30][C:31]([F:42])([F:41])[C:32]1[N:33]=[CH:34][C:35]([C:38](O)=[O:39])=[N:36][CH:37]=1>>[NH2:7][C:8]1[S:9][CH2:10][C@@H:11]2[C@@H:16]([C:17]([F:20])([F:19])[F:18])[O:15][CH2:14][C@:12]2([C:21]2[CH:26]=[C:25]([NH:27][C:38]([C:35]3[CH:34]=[N:33][C:32]([C:31]([F:41])([F:30])[F:42])=[CH:37][N:36]=3)=[O:39])[CH:24]=[CH:23][C:22]=2[F:28])[N:13]=1. Procedure details: Synthesized from tert-butyl[(4aS,5S,7aS)-7a-(5-amino-2-fluorophenyl)-5-trifluoromethyl-4a,5,7,7a-tetrahydro-4H-furo[3,4-d][1,3]thiazin-2-yl]carbamate and 5-trifluoromethylpyrazine-2-carboxylic acid according to the general procedure. 1H NMR (400 MHz, CDCl3) δ ppm 2.80 (dd, J=13 0.6, 3.8 Hz, 1 H), 3.11 (dd, J=13.8, 2.9 Hz, 1 H), 3.30-3.44 (m, 1 H), 3.87 (d, J=8.3 Hz, 1 H), 4.25-5.14 (m, 4 H), 7.07 (dd, J=11.9, 8.8 Hz, 1 H), 7.57 (dd, J=6.8, 2.8 Hz, 1 H), 7.86 (dt, J=8.4, 3.6 Hz, 1 H), 8.89 (s, 1 ... The reactants are CC(Cl)c1cccnc1, N#CCC1=CNN=C1. The reagents and catalysts are O=C([O-])[O-].[Cs+].[Cs+] (cesium carbonate), [I-].[K+] (potassium iodide). Solvent: CN(C)C=O (DMF), CN(C)C=O (dmf), CN(C)C=O (DMF). Conditions: temperature 70 celsius, time 16 hour. Product: N#CCC7=CN(C(C)C8=CC=CN=C8)N=C7. The reactants are NC1=CC=C(C=C1)N1C2=C(NC(CC1=O)=O)C1=CC=CC=C1C=C2 (5-(4-aminophenyl)-1H-naphtho[1,2-b][1,4]diazepine-2,4(3H,5H)-dione), ClC1=C(C(=O)O)C=CC=N1 (2-Chloronicotinic acid), C(O)([O-])=O.[Na+] (sodium hydrogencarbonate), C(C(=O)Cl)(=O)Cl (oxalyl dichloride). Run in C(C)N(CC)CC (triethylamine), O1CCCC1 (tetrahydrofuran), ClCCl (dichloromethane), CN(C)C=O (DMF). Reaction conditions: time 20 hour. Product: ClC1=NC=CC=C1C(=O)NC1=CC=C(C=C1)N1C2=C(NC(CC1=O)=O)C1=CC=CC=C1C=C2 (5-[4-[(2-Chloropyridin-3-yl)carbonylamino]phenyl]-1H-naphtho[1,2-b][1,4]diazepine-2,4(3H,5H)-dione). The yield is 61.3%. As a reaction SMILES: [Cl:1][C:2]1[N:10]=[CH:9][CH:8]=[CH:7][C:3]=1[C:4]([OH:6])=O.C(Cl)(=O)C(Cl)=O.[NH2:17][C:18]1[CH:23]=[CH:22][C:21]([N:24]2[C:30](=[O:31])[CH2:29][C:28](=[O:32])[NH:27][C:26]3[C:33]4[C:38]([CH:39]=[CH:40][C:25]2=3)=[CH:37][CH:36]=[CH:35][CH:34]=4)=[CH:20][CH:19]=1.C(=O)([O-])O.[Na+]>ClCCl.C(N(CC)CC)C.O1CCCC1.CN(C=O)C>[Cl:1][C:2]1[C:3]([C:4]([NH:17][C:18]2[CH:23]=[CH:22][C:21]([N:24]3[C:30](=[O:31])[CH2:29][C:28](=[O:32])[NH:27][C:26]4[C:33]5[C:38]([CH:39]=[CH:40][C:25]3=4)=[CH:37][CH:36]=[CH:35][CH:34]=5)=[CH:20][CH:19]=2)=[O:6])=[CH:7][CH:8]=[CH:9][N:10]=1 |f:3.4|. Reported procedure: 2-Chloronicotinic acid (63 mg, 0.4 mmol) was suspended in dry dichloromethane (2 mL), the suspension was added with DMF (0.08 mL) and oxalyl dichloride (0.05 mL, 0.6 mmol), and the mixture was stirred at room temperature for 20 hours. The solvent was evaporated under reduced pressure, and the residue was concentrated twice from dry dichloromethane (1 mL) under reduced pressure. The resultant was added with 5-(4-aminophenyl)-1H-naphtho[1,2-b][1,4]diazepine-2,4(3H,5H)-dione (63 mg, 0.2 mmol) obtai... The yield is 4.9%. Procedure details: To a mixture of 2-amino-N-(5-phenoxy-thiophen-2-ylmethyl)-6-vinyl-nicotinamide described in Example A-168 (6.0 mg, 0.017 mmol) and toluene (0.5 mL) were added diiodine methane (0.0055 mL, 0.068 mmol) and diethyl zinc (1.1M toluene solution, 0.046 mL, 0.051 mmol) on an ice bath, and the solution was stirred at room temperature for 30 minutes. Water, ethyl acetate and an aqueous solution of 29% ammonia were added to the reaction solution for extraction, the organic layer was then washed with brine... Reaction conditions: time 30 minute. RXN SMILES: [NH2:1][C:2]1[N:23]=[C:22]([CH:24]=[CH2:25])[CH:21]=[CH:20][C:3]=1[C:4]([NH:6][CH2:7][C:8]1[S:9][C:10]([O:13][C:14]2[CH:19]=[CH:18][CH:17]=[CH:16][CH:15]=2)=[CH:11][CH:12]=1)=[O:5].C.[I].[I].[CH2:29]([Zn]CC)C.N>C(#N)C.O.FC(F)(F)C(O)=O.C(OCC)(=O)C.O.C1(C)C=CC=CC=1>[NH2:1][C:2]1[N:23]=[C:22]([CH:24]2[CH2:29][CH2:25]2)[CH:21]=[CH:20][C:3]=1[C:4]([NH:6][CH2:7][C:8]1[S:9][C:10]([O:13][C:14]2[CH:19]=[CH:18][CH:17]=[CH:16][CH:15]=2)=[CH:11][CH:12]=1)=[O:5] |f:1.2.3,6.7,^1:26,27|. Starting materials: NC1=C(C(=O)NCC=2SC(=CC2)OC2=CC=CC=C2)C=CC(=N1)C=C (2-amino-N-(5-phenoxy-thiophen-2-ylmethyl)-6-vinyl-nicotinamide), C.[I].[I] (diiodine methane), C(C)[Zn]CC (diethyl zinc), N (ammonia). Solvent: C1(=CC=CC=C1)C (toluene), C(C)#N.O (acetonitrile water), FC(C(=O)O)(F)F (trifluoroacetic acid), FC(C(=O)O)(F)F (trifluoroacetic acid), C(C)(=O)OCC (ethyl acetate), O (Water). The product is NC1=C(C(=O)NCC=2SC(=CC2)OC2=CC=CC=C2)C=CC(=N1)C1CC1 (2-Amino-6-cyclopropyl-N-(5-phenoxy-thiophen-2-ylmethyl)-nicotinamide). Reactants: OBO, CC(=O)[O-], CC(=O)[O-], COc1ccc2c(C(=O)c3ccc(OCCN4CCCCC4)cc3)c(OS(=O)(=O)C(F)(F)F)ccc2c1, CSc1cccc(F)c1, C1CCC(P(C2CCCCC2)C2CCCCC2)CC1, [Cs+], [F-], [Pd+2]. Product: COc1ccc2c(C(=O)c3ccc(OCCN4CCCCC4)cc3)c(-c3ccc(F)cc3SC)ccc2c1. As a reaction SMILES: [BH:38]([OH:39])[OH:40].[C:71]([O-:72])(=[O:73])[CH3:74].[C:76]([O-:77])(=[O:78])[CH3:79].[CH3:1][O:2][c:3]1[cH:4][c:5]2[cH:6][cH:7][c:8]([O:30][S:31]([C:32]([F:33])([F:34])[F:35])(=[O:36])=[O:37])[c:9]([C:13]([c:14]3[cH:15][cH:16][c:17]([O:20][CH2:21][CH2:22][N:23]4[CH2:24][CH2:25][CH2:26][CH2:27][CH2:28]4)[cH:18][cH:19]3)=[O:29])[c:10]2[cH:11][cH:12]1.[CH3:41][S:42][c:43]1[cH:44][cH:45][cH:46][c:47]([F:49])[cH:48]1.[CH:52]1([P:53]([CH:54]2[CH2:55][CH2:56][CH2:57][CH2:58][CH2:59]2)[CH:60]2[CH2:61][CH2:62][CH2:63][CH2:64][CH2:65]2)[CH2:66][CH2:67][CH2:68][CH2:69][CH2:70]1.[Cs+:51].[F-:50].[Pd+2:75]>>[CH3:1][O:2][c:3]1[cH:4][c:5]2[cH:6][cH:7][c:8](-[c:44]3[c:43]([S:42][CH3:41])[cH:48][c:47]([F:49])[cH:46][cH:45]3)[c:9]([C:13]([c:14]3[cH:15][cH:16][c:17]([O:20][CH2:21][CH2:22][N:23]4[CH2:24][CH2:25][CH2:26][CH2:27][CH2:28]4)[cH:18][cH:19]3)=[O:29])[c:10]2[cH:11][cH:12]1. The reactants are N1=CC=C(C=C1)C1=CC(=C(C=C1)N)C(F)(F)F (4-Pyridin-4-yl-2-trifluoromethyl-phenylamine), ICCC (1-iodo-propane). Reaction conditions: temperature 100 celsius. Yields the product C(CC)N1CCC(=CC1)C1=CC(=C(C=C1)N)C(F)(F)F (4-(1-Propyl-1,2,3,6-tetrahydro-pyridine-4-yl)-2-trifluoromethyl-phenylamine). As a reaction SMILES: [N:1]1[CH:6]=[CH:5][C:4]([C:7]2[CH:12]=[CH:11][C:10]([NH2:13])=[C:9]([C:14]([F:17])([F:16])[F:15])[CH:8]=2)=[CH:3][CH:2]=1.I[CH2:19][CH2:20][CH3:21]>>[CH2:19]([N:1]1[CH2:6][CH:5]=[C:4]([C:7]2[CH:12]=[CH:11][C:10]([NH2:13])=[C:9]([C:14]([F:15])([F:16])[F:17])[CH:8]=2)[CH2:3][CH2:2]1)[CH2:20][CH3:21]. Reported procedure: 4-Pyridin-4-yl-2-trifluoromethyl-phenylamine (270 mg) was dissolved in 1-iodo-propane (2 ml) and heated to 100° C. for 2 h. Then the voilatiles were evaporated and the residue redissolved in abs EtOH (20 ml) and NaBH4 (800 mg) was added portions wise at −20° C. The mixture was then allowed to reach r.t. and stirred over night. To the mixture was added 10% Na2CO3 solution (20 ml). The aqueous layer was extracted with CH2Cl2 and the combined organic phases were dried (MgSO4), filtered and evaporat...